describe an organic reaction: reactants, conditions, products, and yield From a dataset of the Open Reaction Database (ORD), a public repository of structured organic reaction records. Starting materials: O=C([O-])[O-], COCCOC, COc1ccc2ncc(C#N)c(Cl)c2c1, [K+], [K+], O. Yields the product C=Cc1c(C#N)cnc2ccc(OC)cc12. RXN SMILES: [C:16](=[O:17])([O-:18])[O-:19].[CH3:22][O:23][CH2:24][CH2:25][O:26][CH3:27].[Cl:1][c:2]1[c:3]([C:14]#[N:15])[cH:4][n:5][c:6]2[cH:7][cH:8][c:9]([O:12][CH3:13])[cH:10][c:11]12.[K+:20].[K+:21].[OH2:28]>>[c:2]1([CH:24]=[CH2:25])[c:3]([C:14]#[N:15])[cH:4][n:5][c:6]2[cH:7][cH:8][c:9]([O:12][CH3:13])[cH:10][c:11]12. Reported procedure: A solution of 25 mg. of 6,7-dihydro-3-[3,5-di-O-(p-toluoyl)-60 ,β-D-erythro-pentofuranosyl]imidazo[4,5-d][1,3]diazepin-8(3H)-one in 5 ml. of ethanol is treated with 10 mg. of sodium borohydride and stirred at room temperature for 15 minutes. About 5 mg. of sodium is then added, the solution is stirred at room temperature for 15 minutes, then neutralized with carbon dioxide. The mixture is evaporated at reduced pressure and the residue is partitioned between 10 ml. of ether and 10 ml. of water. T... Solvent: C(C)O (ethanol). Yields the product [C@H]1(C[C@H](O)[C@H](O1)CO)N1C=NC2=C1N=CNC[C@H]2O ((R)-3-(2-deoxy-α-D-erythro-pentofuranosyl)-3,6,7,8-tetrahydroimidazo[4,5-d][1,3]diazepin-8-ol). Reaction SMILES: [BH4-].[Na+].[Na].C(=O)=O.[C@@H:7]1([N:15]2[C:19]3[N:20]=[CH:21][NH:22][CH2:23][C@@H:24]([OH:25])[C:18]=3[N:17]=[CH:16]2)[O:12][C@H:11]([CH2:13][OH:14])[C@@H:9]([OH:10])[CH2:8]1>C(O)C>[C@H:7]1([N:15]2[C:19]3[N:20]=[CH:21][NH:22][CH2:23][C@@H:24]([OH:25])[C:18]=3[N:17]=[CH:16]2)[O:12][C@H:11]([CH2:13][OH:14])[C@@H:9]([OH:10])[CH2:8]1 |f:0.1,^1:2|. Run at time 15 minute. Starting materials: 6,7-dihydro-3-[3,5-di-O-(p-toluoyl)-60 ,β-D-erythro-pentofuranosyl]imidazo[4,5-d][1,3]diazepin-8(3H)-one, C(=O)=O (carbon dioxide), [C@@H]1(C[C@H](O)[C@H](O1)CO)N1C=NC2=C1N=CNC[C@H]2O ((R)-3-(2-deoxy-β-D-erythro-pentofuranosyl)-3,6,7,8-tetrahydroimidazo[4,5-d][1,3]diazepin-8-ol), [BH4-].[Na+] (sodium borohydride), [Na] (sodium). Reaction SMILES: [Cl:1][C:2]1[CH:3]=[CH:4][CH:5]=[C:6]2[C:11]=1[N:10]=[N:9][C:8]([C:12]1[CH:17]=[CH:16][CH:15]=[CH:14][CH:13]=1)=[C:7]2[C:18]1[CH:19]=[C:20]([NH2:24])[CH:21]=[CH:22][CH:23]=1.[CH3:25][O:26][C:27](=[O:39])[C:28]([C:31]1[CH:36]=[CH:35][C:34]([CH:37]=O)=[CH:33][CH:32]=1)([CH3:30])[CH3:29]>>[Cl:1][C:2]1[CH:3]=[CH:4][CH:5]=[C:6]2[C:11]=1[N:10]=[N:9][C:8]([C:12]1[CH:13]=[CH:14][CH:15]=[CH:16][CH:17]=1)=[C:7]2[C:18]1[CH:19]=[C:20]([NH:24][CH2:37][C:34]2[CH:33]=[CH:32][C:31]([C:28]([CH3:30])([CH3:29])[C:27]([O:26][CH3:25])=[O:39])=[CH:36][CH:35]=2)[CH:21]=[CH:22][CH:23]=1. The reactants are ClC=1C=CC=C2C(=C(N=NC12)C1=CC=CC=C1)C=1C=C(C=CC1)N (3-(8-chloro-3-phenyl-cinnolin-4-yl)-phenylamine), COC(C(C)(C)C1=CC=C(C=C1)C=O)=O (2-(4-formyl-phenyl)-2-methyl-propionic acid methyl ester). Yields the product ClC=1C=CC=C2C(=C(N=NC12)C1=CC=CC=C1)C=1C=C(C=CC1)NCC1=CC=C(C=C1)C(C(=O)OC)(C)C (Methyl 2-[4-({[3-(8-chloro-3-phenylcinnolin-4-yl)phenyl]amino}methyl)phenyl]-2-methylpropanoate). Procedure details: The title compound was prepared from 3-(8-chloro-3-phenyl-cinnolin-4-yl)-phenylamine and 2-(4-formyl-phenyl)-2-methyl-propionic acid methyl ester according to the procedure of Step 5 Example 6. MS (ES) m/z 522.2. The reactants are ClC=1C(=NNC1C1=CC(=CC=C1)F)C(F)(F)F (4-Chloro-5-[3-Fluorophenyl]-3-trifluoromethyl-1H-pyrazole), CN(C)C=O (DMF), C(=O)([O-])[O-].[K+].[K+] (K2CO3), ClCC(=O)N1CCN(CC1)C1=CC(=C(C=C1)Cl)OC (2-Chloro-1-[4-(4-chloro-3-methoxy-phenyl)-piperazin-1-yl]-ethanone). Run in CCCCCC.C(C)(=O)OCC (hexane ethyl acetate). Yields the product ClC1=C(C=C(C=C1)N1CCN(CC1)C(CN1N=C(C(=C1C1=CC(=CC=C1)F)Cl)C(F)(F)F)=O)OC (1-[4-(4-Chloro-3-methoxyphenyl)-piperazin-1-yl]-2-(4-chloro-5-[3-Fluoro-phenyl]-3-trifluoromethyl-pyrazol-1-yl)-ethanone). Reaction SMILES: [Cl:1][C:2]1[C:3]([C:14]([F:17])([F:16])[F:15])=[N:4][NH:5][C:6]=1[C:7]1[CH:12]=[CH:11][CH:10]=[C:9]([F:13])[CH:8]=1.C([O-])([O-])=O.[K+].[K+].Cl[CH2:25][C:26]([N:28]1[CH2:33][CH2:32][N:31]([C:34]2[CH:39]=[CH:38][C:37]([Cl:40])=[C:36]([O:41][CH3:42])[CH:35]=2)[CH2:30][CH2:29]1)=[O:27].CN(C=O)C>CCCCCC.C(OCC)(=O)C>[Cl:40][C:37]1[CH:38]=[CH:39][C:34]([N:31]2[CH2:32][CH2:33][N:28]([C:26](=[O:27])[CH2:25][N:5]3[C:6]([C:7]4[CH:12]=[CH:11][CH:10]=[C:9]([F:13])[CH:8]=4)=[C:2]([Cl:1])[C:3]([C:14]([F:15])([F:17])[F:16])=[N:4]3)[CH2:29][CH2:30]2)=[CH:35][C:36]=1[O:41][CH3:42] |f:1.2.3,6.7|. Procedure: Protocol T was followed using 4-Chloro-5-[3-Fluorophenyl]-3-trifluoromethyl-1H-pyrazole, K2CO3, 2-Chloro-1-[4-(4-chloro-3-methoxy-phenyl)-piperazin-1-yl]-ethanone and DMF. Column chromatography using a solvent mixture (hexane/ethyl acetate=2/3, Rf=0.59) afforded the title compound as a white solid. 1H NMR (400 MHz, CDCl3): 7.64-7.68 (d, 1H), 7.56-7.62 (d, 1H), 7.36-7.42 (m, 1H), 7.22-7.24 (m, 2H), 7.08-7.12 (m, 1H), 6.42-6.52 (m, 2H), 5.2 (s, 2H), 3.9 (s, 3H), 3.62-3.82 (m, 4H), 3.12-3.22 (m, 4H... Starting materials: FC(C(=O)O)(F)F.FC(C(=O)O)(F)F.ClC=1C=NC=2NC=3C=CC=C(CCC4=CC(=CC(NC1N2)=C4)N)C3 (6-chloro-2,4,8,22-tetraazatetracyclo[14.3.1.1(3,7).1(9,13)]docosa-1(20),3(22),4,6,9(21),10,12,16,18-nonaen-11-amine bis(trifluoroacetate)), S1C(=NC=C1)C(=O)Cl (1,3-thiazole-2-carbonyl chloride). Product: FC(C(=O)O)(F)F.ClC=1C=NC=2NC=3C=CC=C(CCC4=CC(=CC(NC1N2)=C4)NC(=O)C=4SC=CN4)C3 (N-[6-Chloro-2,4,8,22-tetraazatetracyclo[14.3.1.1(3,7).1(9,13)]docosa-1(20),3(22),4,6,9(21),10,12,16,18-nonaen-11-yl]-1,3-thiazole-2-carboxamide trifluoroacetate). Yield: 37.0%. Reaction SMILES: [F:1][C:2]([F:7])([F:6])[C:3]([OH:5])=[O:4].FC(F)(F)C(O)=O.[Cl:15][C:16]1[CH:17]=[N:18][C:19]2[NH:20][C:21]3[CH:22]=[CH:23][CH:24]=[C:25]([CH:38]=3)[CH2:26][CH2:27][C:28]3[CH:36]=[C:32]([NH:33][C:34]=1[N:35]=2)[CH:31]=[C:30]([NH2:37])[CH:29]=3.[S:39]1[CH:43]=[CH:42][N:41]=[C:40]1[C:44](Cl)=[O:45]>>[F:1][C:2]([F:7])([F:6])[C:3]([OH:5])=[O:4].[Cl:15][C:16]1[CH:17]=[N:18][C:19]2[NH:20][C:21]3[CH:22]=[CH:23][CH:24]=[C:25]([CH:38]=3)[CH2:26][CH2:27][C:28]3[CH:36]=[C:32]([NH:33][C:34]=1[N:35]=2)[CH:31]=[C:30]([NH:37][C:44]([C:40]1[S:39][CH:43]=[CH:42][N:41]=1)=[O:45])[CH:29]=3 |f:0.1.2,4.5|. Procedure: The desired compound was prepared according to the procedure of Example B26, using 6-chloro-2,4,8,22-tetraazatetracyclo[14.3.1.1(3,7).1(9,13)]docosa-1(20),3(22),4,6,9(21),10,12,16,18-nonaen-11-amine bis(trifluoroacetate) and 1,3-thiazole-2-carbonyl chloride as the starting materials in 37% yield. LCMS for C22H18ClN6OS (M+H)+: m/z=449.2. 1H NMR (400 MHz, DMSO-d6): δ 10.67 (s, 1H), 9.57 (m, 2H), 8.13 (s, 1H), 8.07 (m, 2H), 7.84 (m, 1H), 7.60 (m, 1H), 7.45 (m, 1H), 7.40 (m, 1H), 7.07 (dd, 1H), 6.85... The reactants are COc1ccc(-n2nc(CO)cc2-c2ccc(Cl)cc2)cc1, O, BrP(Br)Br, c1ccccc1. The product is COc1ccc(-n2nc(CBr)cc2-c2ccc(Cl)cc2)cc1. As a reaction SMILES: [Cl:1][c:2]1[cH:3][cH:4][c:5](-[c:8]2[cH:9][c:10]([CH2:21][OH:22])[n:11][n:12]2-[c:13]2[cH:14][cH:15][c:16]([O:19][CH3:20])[cH:17][cH:18]2)[cH:6][cH:7]1.[OH2:27].[P:23]([Br:24])([Br:25])[Br:26].[cH:28]1[cH:29][cH:30][cH:31][cH:32][cH:33]1>>[Cl:1][c:2]1[cH:3][cH:4][c:5](-[c:8]2[cH:9][c:10]([CH2:21][Br:24])[n:11][n:12]2-[c:13]2[cH:14][cH:15][c:16]([O:19][CH3:20])[cH:17][cH:18]2)[cH:6][cH:7]1.